This data is from the Open Reaction Database (ORD), a public repository of structured organic reaction records. The task is: describe an organic reaction: reactants, conditions, products, and yield Reactants: CS(=O)(=O)Cl (MsCl), CCN(C(C)C)C(C)C (DIPEA), C(C)(C)(C)OC(=O)N1C(C(C(C1)O[Si](C)(C)C(C)(C)C)O)CCNC(=O)OCC1=CC=CC=C1 (2-(2-Benzyloxycarbonylamino-ethyl)-4-(tert-butyl-dimethyl-silanyloxy)-3-hydroxy-pyrrolidine-1-carboxylic acid tert-butyl ester). The reagents and catalysts are CN(C)C=1C=CN=CC1 (DMAP). Run in C(Cl)Cl (DCM), C(Cl)Cl (DCM). Conditions: temperature 0 celsius, time 2 hour. Product: C(C)(C)(C)OC(=O)N1C(C(C(C1)O[Si](C)(C)C(C)(C)C)OS(=O)(=O)C)CCNC(=O)OCC1=CC=CC=C1 (2-(2-Benzyloxycarbonylamino-ethyl)-4-(tert-butyl-dimethyl-silanyloxy)-3-methanesulfonyloxy-pyrrolidine-1-carboxylic acid tert-butyl ester). RXN SMILES: [C:1]([O:5][C:6]([N:8]1[CH2:12][CH:11]([O:13][Si:14]([C:17]([CH3:20])([CH3:19])[CH3:18])([CH3:16])[CH3:15])[CH:10]([OH:21])[CH:9]1[CH2:22][CH2:23][NH:24][C:25]([O:27][CH2:28][C:29]1[CH:34]=[CH:33][CH:32]=[CH:31][CH:30]=1)=[O:26])=[O:7])([CH3:4])([CH3:3])[CH3:2].CCN(C(C)C)C(C)C.[CH3:44][S:45](Cl)(=[O:47])=[O:46]>C(Cl)Cl.CN(C1C=CN=CC=1)C>[C:1]([O:5][C:6]([N:8]1[CH2:12][CH:11]([O:13][Si:14]([C:17]([CH3:18])([CH3:20])[CH3:19])([CH3:16])[CH3:15])[CH:10]([O:21][S:45]([CH3:44])(=[O:47])=[O:46])[CH:9]1[CH2:22][CH2:23][NH:24][C:25]([O:27][CH2:28][C:29]1[CH:34]=[CH:33][CH:32]=[CH:31][CH:30]=1)=[O:26])=[O:7])([CH3:2])([CH3:3])[CH3:4]. Procedure: A solution containing crude 8 (500 mg, 1.01 mmol) in DCM (15 mL) was cooled to 0° C. DIPEA (261 mg, 2.02 mmol) was added followed by the addition of MsCl (117 mg, 1.02 mmol) and DMAP (13 mg, 0.1 mmol). After 2 h, the reaction mixture was warmed to ambient temperature, diluted with DCM, washed successively with 1M HCl and brine, dried over anhydrous Na2SO4, filtered, and concentrated to afford 578 mg (quant.) of crude 9 as a tan-colored foam which was used without further purification. 1H NMR (CD... The reactants are C(CCCC)(=O)Cl (valeryl chloride), resultant residue, C(C)(=O)OCC (ethyl acetate), C(C)(=O)O[C@]1(C(CO)=O)CC[C@H]2[C@@H]3C[C@@H](C4=CC(C=C[C@]4(C)[C@H]3[C@H](C[C@]12C)O)=O)C (17α-acetoxy-11β,21-dihydroxy-6α-methyl-1,4-pregnadiene-3,20-dione), N1=CC=CC=C1 (pyridine). Solvent: C(Cl)Cl (methylene chloride), C(Cl)Cl (methylene chloride). Run at time 1 hour. Yields the product C(C)(=O)O[C@]1(C(COC(CCCC)=O)=O)CC[C@H]2[C@@H]3C[C@@H](C4=CC(C=C[C@]4(C)[C@H]3[C@H](C[C@]12C)O)=O)C (17α-Acetoxy-11β-hydroxy-6α-methyl-21-valeryloxy-1,4-pregnadiene-3,20-dione). The yield is 74.4%. As a reaction SMILES: [C:1]([O:4][C@:5]1([C@:26]2([CH3:27])[C@H:12]([C@H:13]3[C@H:23]([C@@H:24]([OH:28])[CH2:25]2)[C@:21]2([CH3:22])[C:16](=[CH:17][C:18](=[O:29])[CH:19]=[CH:20]2)[C@@H:15]([CH3:30])[CH2:14]3)[CH2:11][CH2:10]1)[C:6](=[O:9])[CH2:7][OH:8])(=[O:3])[CH3:2].N1C=CC=CC=1.[C:37](Cl)(=[O:42])[CH2:38][CH2:39][CH2:40][CH3:41].C(OCC)(=O)C>C(Cl)Cl>[C:1]([O:4][C@:5]1([C@:26]2([CH3:27])[C@H:12]([C@H:13]3[C@H:23]([C@@H:24]([OH:28])[CH2:25]2)[C@:21]2([CH3:22])[C:16](=[CH:17][C:18](=[O:29])[CH:19]=[CH:20]2)[C@@H:15]([CH3:30])[CH2:14]3)[CH2:11][CH2:10]1)[C:6](=[O:9])[CH2:7][O:8][C:37](=[O:42])[CH2:38][CH2:39][CH2:40][CH3:41])(=[O:3])[CH3:2]. Reported procedure: In 4 ml of methylene chloride was dissolved 208 mg of 17α-acetoxy-11β,21-dihydroxy-6α-methyl-1,4-pregnadiene-3,20-dione obtained according to the method as described in Example 6. To this solution was added 0.5 ml of pyridine, and the mixture was ice-cooled. To the mixture was added slowly a solution of 241 mg of valeryl chloride in 2 ml of methylene chloride, and the mixture was stirred for one hour. To this reaction liquid was added 60 ml of ethyl acetate, and the mixture was washed successive... Starting materials: CC(C(=O)O)(C)OC1=CC=C(C=C1)Cl (2-methyl-2-(4-chlorophenoxy)propionic acid), C(C)(C)OC(C)C (diisopropyl ether), [N+](=O)(O)[O-].O([N+](=O)[O-])CCN (nitroxyethylamine nitrate). Product: O([N+](=O)[O-])CCNC(C(C)(OC1=CC=C(C=C1)Cl)C)=O (N-(2-Nitroxyethyl)-2-methyl-2-(4-chlorophenoxy)propanamide). The yield is 19.6%. As a reaction SMILES: [CH3:1][C:2]([O:7][C:8]1[CH:13]=[CH:12][C:11]([Cl:14])=[CH:10][CH:9]=1)([CH3:6])[C:3]([OH:5])=O.[N+]([O-])(O)=O.[O:19]([CH2:23][CH2:24][NH2:25])[N+:20]([O-:22])=[O:21].C(OC(C)C)(C)C>>[O:19]([CH2:23][CH2:24][NH:25][C:3](=[O:5])[C:2]([CH3:1])([O:7][C:8]1[CH:13]=[CH:12][C:11]([Cl:14])=[CH:10][CH:9]=1)[CH3:6])[N+:20]([O-:22])=[O:21] |f:1.2|. Reported procedure: Following a similar treatment to that in Example 2 and using 0.91 g of 2-methyl-2-(4-chlorophenoxy)propionic acid and 0.60 g of nitroxyethylamine nitrate, 0.21 g of the title compound was obtained as colorless needles (solvent for recrystallization; diisopropyl ether). The reactants are N1=CC=CC=C1 (pyridine), NC=1C=C(C2=C(C=CO2)C1)N1CCN(CC1)C(=O)OC(C)(C)C (tert-butyl 4-(5-amino-1-benzofuran-7-yl)piperazine-1-carboxylate), NC=1C=C(C2=C(C=CO2)C1)N1CCN(CC1)C(=O)OC(C)(C)C (tert-butyl 4-(5-amino-1-benzofuran-7-yl)piperazine-1-carboxylate), ClC1=C(C=CC=C1)S(=O)(=O)Cl (2-Chlorobenzenesulfonyl chloride). Run in C(Cl)Cl (DCM). Run at time 8 hour. The product is ClC1=C(C=CC=C1)S(=O)(=O)NC=1C=C(C2=C(C=CO2)C1)N1CCN(CC1)C(=O)OC(C)(C)C (tert-Butyl 4-(5-{[(2-chlorophenyl)sulfonyl]amino}-1-benzofuran-7-yl)piperazine-1-carboxylate). Isolated yield 71.7%. Reaction SMILES: [NH2:1][C:2]1[CH:3]=[C:4]([N:11]2[CH2:16][CH2:15][N:14]([C:17]([O:19][C:20]([CH3:23])([CH3:22])[CH3:21])=[O:18])[CH2:13][CH2:12]2)[C:5]2[O:9][CH:8]=[CH:7][C:6]=2[CH:10]=1.[Cl:24][C:25]1[CH:30]=[CH:29][CH:28]=[CH:27][C:26]=1[S:31](Cl)(=[O:33])=[O:32].N1C=CC=CC=1>C(Cl)Cl>[Cl:24][C:25]1[CH:30]=[CH:29][CH:28]=[CH:27][C:26]=1[S:31]([NH:1][C:2]1[CH:3]=[C:4]([N:11]2[CH2:16][CH2:15][N:14]([C:17]([O:19][C:20]([CH3:23])([CH3:22])[CH3:21])=[O:18])[CH2:13][CH2:12]2)[C:5]2[O:9][CH:8]=[CH:7][C:6]=2[CH:10]=1)(=[O:33])=[O:32]. Procedure details: tert-Butyl 4-(5-amino-1-benzofuran-7-yl)piperazine-1-carboxylate (0.59 g, 1.87 mmol; Intermediate 10) was dissolved in DCM. 2-Chlorobenzenesulfonyl chloride (0.59 g, 2.8 mmol) was added followed by pyridine (0.45 mL, 5.6 mmol). The reaction mixture was stirred at room temperature overnight. Filtration through a silica plug afforded 0.66 g (72%) of the title product. HPLC purity 92%, RT=2.56 min (System A; 10-97% MeCN over 3 min). 1H NMR (400 MHz, CDCl3) δ ppm 1.48 (s, 9H) 3.07-3.21 (m, 4H) 3.51-... The reactants are Cc1ccccc1, O=C1CCC(=O)N1, CCOC(=O)N=NC(=O)OCC, C1CCOC1, CN(c1cccc2cc(C3=NCC(CCO)S3)[nH]c12)S(=O)(=O)c1cccs1, c1ccc(P(c2ccccc2)c2ccccc2)cc1. Product: CN(c1cccc2cc(C3=NCC(CCN4C(=O)CCC4=O)S3)[nH]c12)S(=O)(=O)c1cccs1. RXN SMILES: [CH3:71][c:72]1[cH:73][cH:74][cH:75][cH:76][cH:77]1.[O:28]=[C:29]1[CH2:30][CH2:31][C:32](=[O:33])[NH:34]1.[O:54]=[C:55]([O:56][CH2:57][CH3:58])[N:59]=[N:60][C:61]([O:62][CH2:63][CH3:64])=[O:65].[O:66]1[CH2:67][CH2:68][CH2:69][CH2:70]1.[OH:1][CH2:2][CH2:3][CH:4]1[CH2:5][N:6]=[C:7]([c:9]2[nH:10][c:11]3[c:12]([N:18]([S:19](=[O:20])(=[O:21])[c:22]4[s:23][cH:24][cH:25][cH:26]4)[CH3:27])[cH:13][cH:14][cH:15][c:16]3[cH:17]2)[S:8]1.[c:35]1([P:36]([c:37]2[cH:38][cH:39][cH:40][cH:41][cH:42]2)[c:43]2[cH:44][cH:45][cH:46][cH:47][cH:48]2)[cH:49][cH:50][cH:51][cH:52][cH:53]1>>[CH2:2]([CH2:3][CH:4]1[CH2:5][N:6]=[C:7]([c:9]2[nH:10][c:11]3[c:12]([N:18]([S:19](=[O:20])(=[O:21])[c:22]4[s:23][cH:24][cH:25][cH:26]4)[CH3:27])[cH:13][cH:14][cH:15][c:16]3[cH:17]2)[S:8]1)[N:34]1[C:29](=[O:28])[CH2:30][CH2:31][C:32]1=[O:33]. Starting materials: BrC1=CN=C(S1)N1C2CN3CC(CC(C1)C3)C2 (4-(5-bromo-1,3-thiazol-2-yl)-1,4-diazatricyclo[4.3.1.13,8]undecane), CC=1C=C(C=CC1)B(O)O (3-methylphenylboronic acid). Yields the product CC=1C=C(C=CC1)C1=CN=C(S1)N1C2CN3CC(CC(C1)C3)C2 (4-[5-(3-methylphenyl)-1,3-thiazol-2-yl]-1,4-diazatricyclo[4.3.1.13,8]undecane). RXN SMILES: Br[C:2]1[S:6][C:5]([N:7]2[CH2:15][CH:14]3[CH2:16][N:10]4[CH2:11][CH:12]([CH2:17][CH:8]2[CH2:9]4)[CH2:13]3)=[N:4][CH:3]=1.[CH3:18][C:19]1[CH:20]=[C:21](B(O)O)[CH:22]=[CH:23][CH:24]=1>>[CH3:18][C:19]1[CH:24]=[C:23]([C:2]2[S:6][C:5]([N:7]3[CH2:15][CH:14]4[CH2:16][N:10]5[CH2:11][CH:12]([CH2:17][CH:8]3[CH2:9]5)[CH2:13]4)=[N:4][CH:3]=2)[CH:22]=[CH:21][CH:20]=1. Reported procedure: The title compound was prepared from the product of Example 105A and 3-methylphenylboronic acid according to General Method C: LC-MS Method D (ESI+) m/z 326.0 (M+H)+, retention time 1.55 minutes.